From a dataset of the Open Reaction Database (ORD), a public repository of structured organic reaction records. describe an organic reaction: reactants, conditions, products, and yield The reactants are ClCC1=NOC(=C1)C (3-chloromethyl-5-methyl-isoxazole), C(C)(C)N1CCC(CC1)NS(=O)(=O)CCNC(=O)C=1SC(=CC1)Cl (5-chloro-thiophene-2-carboxylic acid [2-(1-isopropyl-piperidin-4-ylsulfamoyl)-ethyl]-amide). The product is C(C)(C)N1CCC(CC1)N(S(=O)(=O)CCNC(=O)C=1SC(=CC1)Cl)CC1=NOC(=C1)C (5-chloro-thiophene-2-carboxylic acid {2-[(1-isopropyl-piperidin-4-yl)-(5-methyl-isoxazol-3-ylmethyl)-sulfamoyl]-ethyl}-amide). As a reaction SMILES: Cl[CH2:2][C:3]1[CH:7]=[C:6]([CH3:8])[O:5][N:4]=1.[CH:9]([N:12]1[CH2:17][CH2:16][CH:15]([NH:18][S:19]([CH2:22][CH2:23][NH:24][C:25]([C:27]2[S:28][C:29]([Cl:32])=[CH:30][CH:31]=2)=[O:26])(=[O:21])=[O:20])[CH2:14][CH2:13]1)([CH3:11])[CH3:10]>>[CH:9]([N:12]1[CH2:17][CH2:16][CH:15]([N:18]([CH2:2][C:3]2[CH:7]=[C:6]([CH3:8])[O:5][N:4]=2)[S:19]([CH2:22][CH2:23][NH:24][C:25]([C:27]2[S:28][C:29]([Cl:32])=[CH:30][CH:31]=2)=[O:26])(=[O:20])=[O:21])[CH2:14][CH2:13]1)([CH3:11])[CH3:10]. Reported procedure: 5-Chloro-thiophene-2-carboxylic acid {2-[(1-isopropyl-piperidin-4-yl)-(5-methyl-isoxazol-3-ylmethyl)-sulfamoyl]-ethyl}-amide was prepared by an analogous procedure as described in example 15 starting from 67 mg (1 equiv.) 3-chloromethyl-5-methyl-isoxazole and 200 mg (0.50 mmol) 5-chloro-thiophene-2-carboxylic acid [2-(1-isopropyl-piperidin-4-ylsulfamoyl)-ethyl]-amide (reaction temperature: 60° C.). Final purification by preparative RP-HPLC (CH3CN/H2O gradient+0.1% TFA) gave pure 5-chloro-thiophe... The reactants are C(#N)C1=CC(=C(C=C1)C1C(=C(NC=2C(=CNC(C12)=O)C)C)C(=O)OCCC#N)OC (2-Cyanoethyl 4-(4-cyano-2-methoxyphenyl)-2,8-dimethyl-5-oxo-1,4,5,6-tetrahydro-1,6-naphthyridine-3-carboxylate), C(OCC)(OCC)OCC (triethyl orthoformate). The reagents and catalysts are S(O)(O)(=O)=O (sulfuric acid). Run at temperature 130 celsius, time 8 hour. The product is C(#N)C1=CC(=C(C=C1)C1C(=C(NC2=C(C=NC(=C12)OCC)C)C)C(=O)OCCC#N)OC (2-Cyanoethyl 4-(4-cyano-2-methoxyphenyl)-5-ethoxy-2,8-dimethyl-1,4-dihydro-1,6-naphthyridine-3-carboxylate). As a reaction SMILES: [C:1]([C:3]1[CH:8]=[CH:7][C:6]([CH:9]2[C:18]3[C:17](=[O:19])[NH:16][CH:15]=[C:14]([CH3:20])[C:13]=3[NH:12][C:11]([CH3:21])=[C:10]2[C:22]([O:24][CH2:25][CH2:26][C:27]#[N:28])=[O:23])=[C:5]([O:29][CH3:30])[CH:4]=1)#[N:2].C(OCC)(OCC)O[CH2:33][CH3:34]>S(=O)(=O)(O)O>[C:1]([C:3]1[CH:8]=[CH:7][C:6]([CH:9]2[C:18]3[C:13](=[C:14]([CH3:20])[CH:15]=[N:16][C:17]=3[O:19][CH2:33][CH3:34])[NH:12][C:11]([CH3:21])=[C:10]2[C:22]([O:24][CH2:25][CH2:26][C:27]#[N:28])=[O:23])=[C:5]([O:29][CH3:30])[CH:4]=1)#[N:2]. Reported procedure: 2.22 g (5.44 mmol) of the compound from Example 28A are suspended in 100 ml of triethyl orthoformate and heated to 130° C. Then, over a total period of 8 hours, 10 drops of concentrated sulfuric acid are added each hour to the reaction mixture. It is then stirred at the same temperature overnight. After cooling, excess orthoester is removed in a rotary evaporator, and the crude product is purified by column chromatography (silica gel; mobile phase: initially dichloromethane then isohexane/ethyl ... Starting materials: Grignard reagent, NC=1OC[C@]2(C3=CC(=CC=C3OC=3C=CC(=CC23)C=2C=NC=NC2)OCC(C)=O)N1 ((S)-1-(2-amino-2′-(pyrimidin-5-yl)-5H-spiro[oxazole-4,9′-xanthene]-7′-yloxy)propan-2-one), C1CCOC1 (THF), C[Mg]Cl (methylmagnesium chloride), solution. The solvent is CCOCC (ether). Reaction conditions: time 2 hour. Yields the product NC=1OC[C@@]2(C3=CC(=CC=C3OC=3C=CC(=CC23)OCC(C)(O)C)C=2C=NC=NC2)N1 (1-(((4S)-2-amino-7′-(5-pyrimidinyl)spiro[1,3-oxazole-4,9′-xanthen]-2′-yl)oxy)-2-methyl-2-propanol). As a reaction SMILES: [NH2:1][C:2]1[O:3][CH2:4][C@:5]2([N:30]=1)[C:18]1[CH:17]=[C:16]([C:19]3[CH:20]=[N:21][CH:22]=[N:23][CH:24]=3)[CH:15]=[CH:14][C:13]=1[O:12][C:11]1[C:6]2=[CH:7][C:8]([O:25][CH2:26][C:27](=[O:29])[CH3:28])=[CH:9][CH:10]=1.[CH2:31]1COCC1.C[Mg]Cl>CCOCC>[NH2:1][C:2]1[O:3][CH2:4][C@@:5]2([N:30]=1)[C:6]1[CH:7]=[C:8]([O:25][CH2:26][C:27]([CH3:31])([OH:29])[CH3:28])[CH:9]=[CH:10][C:11]=1[O:12][C:13]1[C:18]2=[CH:17][C:16]([C:19]2[CH:24]=[N:23][CH:22]=[N:21][CH:20]=2)=[CH:15][CH:14]=1. Reported procedure: A 15-mL RBF was charged with the product from (S)-1-(2-amino-2′-(pyrimidin-5-yl)-5H-spiro[oxazole-4,9′-xanthene]-7′-yloxy)propan-2-one (104 mg, 258 μmol) in THF (2584 μl, 258 μmol). The flask was cooled in an ice-bath for 5 min, and methylmagnesium chloride, (258 μl of a 3.0 M solution in ether, 775 μmol) was added dropwise to it over 20 sec, resulting in a yellowish-white suspension. After 2 h, an additional portion of Grignard reagent (150 uL) was added and the ice-bath was removed. After 2 h,... Starting materials: C(C)[SiH](CC)CC (triethylsilane), C(=O)(C(F)(F)F)O (TFA), NC1=C2C(N(C(C2=CC=C1)=O)CC=1C=C(C=CC1)CC#N)O (2-{3-[(4-amino-3-hydroxy-1-oxo-1,3-dihydro-2H-isoindol-2-yl)methyl]phenyl}acetonitrile). The solvent is ClCCl (dichloromethane). Conditions: time 4 hour. Yields the product NC1=C2CN(C(C2=CC=C1)=O)CC=1C=C(C=CC1)CC#N (2-{3-[(4-Amino-1-oxo-1,3-dihydro-2H-isoindol-2-yl)methyl]phenyl}acetonitrile). Reaction SMILES: C([SiH](CC)CC)C.C(O)(C(F)(F)F)=O.[NH2:15][C:16]1[CH:24]=[CH:23][CH:22]=[C:21]2[C:17]=1[CH:18](O)[N:19]([CH2:26][C:27]1[CH:28]=[C:29]([CH2:33][C:34]#[N:35])[CH:30]=[CH:31][CH:32]=1)[C:20]2=[O:25]>ClCCl>[NH2:15][C:16]1[CH:24]=[CH:23][CH:22]=[C:21]2[C:17]=1[CH2:18][N:19]([CH2:26][C:27]1[CH:28]=[C:29]([CH2:33][C:34]#[N:35])[CH:30]=[CH:31][CH:32]=1)[C:20]2=[O:25]. Procedure: At room temperature, initially 8 ml (50 mmol) of triethylsilane and then dropwise, 20 ml (260 mmol) of TFA are added to a suspension of 5.87 g (20 mmol, purity about 90%) of 2-{3-[(4-amino-3-hydroxy-1-oxo-1,3-dihydro-2H-isoindol-2-yl)methyl]phenyl}acetonitrile in 200 ml dichloromethane. The mixture is stirred at room temperature for 4 h and then concentrated and dried under high vacuum. The residue is taken up in dichloromethane and the mixture is washed with sat. sodium bicarbonate solution and... The reactants are C(CCCCC)Br (hexylbromide), ice water, C(CCCCCC)OC1=CC=C(C=C1)[C@@H]1CCC(=O)O1 (Rel-(S)-γ-(4-heptyloxyphenyl)-γ-butyrolactone), C(C)(C)[N-]C(C)C.[Li+] (lithium diisopropylamide). The solvent is O1CCCC1 (tetrahydrofuran), CN(P(N(C)C)(N(C)C)=O)C (hexamethylphosphoric triamide), C1(=CC=CC=C1)C (toluene), O1CCCC1 (tetrahydrofuran), O1CCCC1 (tetrahydrofuran). Run at temperature -65 celsius. Product: C(CCCCC)[C@@H]1C(=O)O[C@@H](C1)C1=CC=C(C=C1)OCCCCCCC (rel-(αS,γS)-α-hexyl-γ-(4-heptyloxyphenyl)-γ-butyrolactone). The yield is 1.3%. RXN SMILES: [CH2:1]([O:8][C:9]1[CH:14]=[CH:13][C:12]([C@H:15]2[O:20][C:18](=[O:19])[CH2:17][CH2:16]2)=[CH:11][CH:10]=1)[CH2:2][CH2:3][CH2:4][CH2:5][CH2:6][CH3:7].C([N-]C(C)C)(C)C.[Li+].[CH2:29](Br)[CH2:30][CH2:31][CH2:32][CH2:33][CH3:34]>C1(C)C=CC=CC=1.O1CCCC1.CN(C)P(=O)(N(C)C)N(C)C>[CH2:29]([C@H:17]1[CH2:16][C@@H:15]([C:12]2[CH:11]=[CH:10][C:9]([O:8][CH2:1][CH2:2][CH2:3][CH2:4][CH2:5][CH2:6][CH3:7])=[CH:14][CH:13]=2)[O:20][C:18]1=[O:19])[CH2:30][CH2:31][CH2:32][CH2:33][CH3:34] |f:1.2|. Procedure details: Rel-(S)-γ-(4-heptyloxyphenyl)-γ-butyrolactone (3.0 g) and anhydrous tetrahydrofuran (50 ml) were placed in a 200 ml three-necked flask, followed by cooling the mixture down to -65° C. with stirring, dropwise adding a tetrahydrofuran solution of lithium diisopropylamide (21.8 mmol) (hereinafter abbreviated to LDA) over 30 minutes, cooling down to -65° C. with stirring for one hour, dropwise adding a mixed solution of hexylbromide (2.71 g), hexamethylphosphoric triamide (hereinafter abbreviated to... Starting materials: [Cl-], ClCCl, O=C(O)C1=Cc2cc(C(=O)c3c(Cl)cccc3Cl)c(O)cc21, N. Yields the product NC(=O)C1=Cc2cc(C(=O)c3c(Cl)cccc3Cl)c(O)cc21. As a reaction SMILES: [Cl-:1].[Cl:25][CH2:26][Cl:27].[Cl:2][c:3]1[c:4]([C:5](=[O:6])[c:7]2[cH:8][c:9]3[c:10]([cH:16][c:17]2[OH:18])[C:11]([C:13](=[O:14])[OH:15])=[CH:12]3)[c:19]([Cl:23])[cH:20][cH:21][cH:22]1.[NH3:24]>>[Cl:2][c:3]1[c:4]([C:5](=[O:6])[c:7]2[cH:8][c:9]3[c:10]([cH:16][c:17]2[OH:18])[C:11]([C:13](=[O:14])[NH2:24])=[CH:12]3)[c:19]([Cl:23])[cH:20][cH:21][cH:22]1. Reactants: O1C(COC2=C3CC(NC3=CC=C2)=O)C1 (4-(2,3-epoxypropoxy)oxindole), C(C=C)N (allylamine). Run in O1CCOCC1 (dioxane). The product is C(C=C)NCC(COC1=C2CC(NC2=CC=C1)=O)O (4-(3-allylamino-2 -hydroxypropoxy)oxindole). RXN SMILES: [O:1]1[CH2:15][CH:2]1[CH2:3][O:4][C:5]1[CH:13]=[CH:12][CH:11]=[C:10]2[C:6]=1[CH2:7][C:8](=[O:14])[NH:9]2.[CH2:16]([NH2:19])[CH:17]=[CH2:18]>O1CCOCC1>[CH2:16]([NH:19][CH2:15][CH:2]([OH:1])[CH2:3][O:4][C:5]1[CH:13]=[CH:12][CH:11]=[C:10]2[C:6]=1[CH2:7][C:8](=[O:14])[NH:9]2)[CH:17]=[CH2:18]. Reported procedure: 3 g of 4-(2,3-epoxypropoxy)oxindole, 30 cc of allylamine and 70 cc of dioxane are heated to the boil for 16 hours. The mixture is evaporated to dryness at reduced pressure and the crude title compound is recrystallized from ethanol/ethyl acetate. M.P. 124°-127° .